This data is from the Open Reaction Database (ORD), a public repository of structured organic reaction records. The task is: describe an organic reaction: reactants, conditions, products, and yield Reactants: CC(=O)N(C(C)=O)c1c(C2CCCC2)cccc1S(=O)(=O)O, ClP(Cl)(Cl)(Cl)Cl, ClCCl. Yields the product CC(=O)N(C(C)=O)c1c(C2CCCC2)cccc1S(=O)(=O)Cl. As a reaction SMILES: [C:1]([CH3:2])(=[O:3])[N:4]([c:5]1[c:6]([S:16](=[O:17])(=[O:18])[OH:19])[cH:7][cH:8][cH:9][c:10]1[CH:11]1[CH2:12][CH2:13][CH2:14][CH2:15]1)[C:20]([CH3:21])=[O:22].[Cl:23][P:24]([Cl:25])([Cl:26])([Cl:27])[Cl:28].[Cl:29][CH2:30][Cl:31]>>[C:1]([CH3:2])(=[O:3])[N:4]([c:5]1[c:6]([S:16](=[O:17])(=[O:18])[Cl:23])[cH:7][cH:8][cH:9][c:10]1[CH:11]1[CH2:12][CH2:13][CH2:14][CH2:15]1)[C:20]([CH3:21])=[O:22]. The reactants are [BH3-]C#N, CC(=O)[O-], CO, CC(C)C(=O)CC1CCN(Cc2ccc(Cl)c(Cl)c2)CC1, Cl, [NH4+], [Na+]. Product: CC(C)C(N)CC1CCN(Cc2ccc(Cl)c(Cl)c2)CC1. Reaction SMILES: [C:27](#[N:28])[BH3-:29].[CH3:23][C:24](=[O:25])[O-:26].[CH3:32][OH:33].[Cl:1][c:2]1[cH:3][c:4]([CH2:5][N:6]2[CH2:7][CH2:8][CH:9]([CH2:12][C:13]([CH:14]([CH3:15])[CH3:16])=[O:17])[CH2:10][CH2:11]2)[cH:18][cH:19][c:20]1[Cl:21].[ClH:31].[NH4+:22].[Na+:30]>>[Cl:1][c:2]1[cH:3][c:4]([CH2:5][N:6]2[CH2:7][CH2:8][CH:9]([CH2:12][CH:13]([CH:14]([CH3:15])[CH3:16])[NH2:28])[CH2:10][CH2:11]2)[cH:18][cH:19][c:20]1[Cl:21].